Dataset: the Open Reaction Database (ORD), a public repository of structured organic reaction records. Task: describe an organic reaction: reactants, conditions, products, and yield Starting materials: CC(C)(C)OC(=O)Nc1ccc(C#N)n2nccc12, ClCCl, O=C(O)C(F)(F)F. As a reaction SMILES: [C:1]([O:2][C:3](=[O:4])[NH:7][c:8]1[c:9]2[n:10]([c:11]([C:14]#[N:15])[cH:12][cH:13]1)[n:16][cH:17][cH:18]2)([CH3:5])([CH3:6])[CH3:19].[CH2:27]([Cl:28])[Cl:29].[F:20][C:21]([F:22])([F:23])[C:24]([OH:25])=[O:26]>>[NH2:7][c:8]1[c:9]2[n:10]([c:11]([C:14]#[N:15])[cH:12][cH:13]1)[n:16][cH:17][cH:18]2. Yields the product N#Cc1ccc(N)c2ccnn12. Reactants: CC=1C=C(C=C(C1OC(C)=O)C)C(C)O (1-(3',5'-dimethyl-4'-acetoxyphenyl)ethanol), OS(=O)(=O)[O-].[K+] (KHSO4), C(C)(C)(C)C1=C(C(O)=CC=C1)O (t-butyl catechol), CC=1C=C(C=C(C1OC(C)=O)C)C(C)O (1-(3',5'-dimethyl-4'-acetoxyphenyl)ethanol). The product is CC=1C=C(C=C)C=C(C1OC(C)=O)C (3,5- dimethyl-4-acetoxystyrene). Yield: 81.8%. RXN SMILES: [CH3:1][C:2]1[CH:3]=[C:4]([CH:13](O)[CH3:14])[CH:5]=[C:6]([CH3:12])[C:7]=1[O:8][C:9](=[O:11])[CH3:10].OS([O-])(=O)=O.[K+].C(C1C=CC=C(O)C=1O)(C)(C)C>>[CH3:1][C:2]1[CH:3]=[C:4]([CH:5]=[C:6]([CH3:12])[C:7]=1[O:8][C:9](=[O:11])[CH3:10])[CH:13]=[CH2:14] |f:1.2|. Reported procedure: (36.6 g, 0.30 mol) of 2,6-dimethylphenol are mixed in an Hastelloy C autoclave with 0.315 mol of acetic anhydride and 9 mols of hydrogen fluoride. The temperature is raised to 50° C. and the reaction runs for 3 hours. After extraction and wash, 47.4 g of a gray to purple solid mass of 3,5-dimethyl-4-hydroxyacetophenone is obtained. This solid is then esterified by refluxing with 4 mols of acetic anhydride for 19 hours. After removal of acetic acid and acetic anhydride by vacuum distillation the ... The reactants are O=C([O-])[O-], CCOC(C)=O, CN(C)C=O, O=C(c1cnc(Cl)nc1C(F)(F)F)N1CCOCC1, [Cs+], [Cs+], Oc1ccc(Cl)cc1Cl. Yields the product O=C(c1cnc(Oc2ccc(Cl)cc2Cl)nc1C(F)(F)F)N1CCOCC1. Reaction SMILES: [C:29](=[O:30])([O-:31])[O-:32].[CH3:40][CH2:41][O:42][C:43](=[O:44])[CH3:45].[CH:35]([N:36]([CH3:37])[CH3:38])=[O:39].[Cl:1][c:2]1[n:3][cH:4][c:5]([C:12](=[O:13])[N:14]2[CH2:15][CH2:16][O:17][CH2:18][CH2:19]2)[c:6]([C:8]([F:9])([F:10])[F:11])[n:7]1.[Cs+:33].[Cs+:34].[OH:20][c:21]1[cH:22][cH:23][c:24]([Cl:25])[cH:26][c:27]1[Cl:28]>>[c:2]1([O:20][c:21]2[cH:22][cH:23][c:24]([Cl:25])[cH:26][c:27]2[Cl:28])[n:3][cH:4][c:5]([C:12](=[O:13])[N:14]2[CH2:15][CH2:16][O:17][CH2:18][CH2:19]2)[c:6]([C:8]([F:9])([F:10])[F:11])[n:7]1. Reactants: [OH-].[Na+] (NaOH), COC(C=CC=C(C1=C(C=CC=C1)OC)C1=C(C=CC=C1)OC)=O (5,5-bis(2-methoxyphenyl) -2,4-pentadienoic acid methyl ester). Solvent: CO (methanol). Yields the product COC1=C(C=CC=C1)C(=C/C=C/C(=O)O)C1=C(C=CC=C1)OC ((E)-5,5-bis(2-methoxyphenyl)-2,4-pentadienoic acid). Yield: 84.6%. As a reaction SMILES: C[O:2][C:3](=[O:24])[CH:4]=[CH:5][CH:6]=[C:7]([C:16]1[CH:21]=[CH:20][CH:19]=[CH:18][C:17]=1[O:22][CH3:23])[C:8]1[CH:13]=[CH:12][CH:11]=[CH:10][C:9]=1[O:14][CH3:15].[OH-].[Na+]>CO>[CH3:23][O:22][C:17]1[CH:18]=[CH:19][CH:20]=[CH:21][C:16]=1[C:7]([C:8]1[CH:13]=[CH:12][CH:11]=[CH:10][C:9]=1[O:14][CH3:15])=[CH:6]/[CH:5]=[CH:4]/[C:3]([OH:24])=[O:2] |f:1.2|. Reported procedure: In the manner described in Example 99, 5,5-bis(2-methoxyphenyl) -2,4-pentadienoic acid methyl ester (6.3 g) was saponified in a refluxing mixture of methanol (50 mL) and 1N NaOH (50 mL). After 45 minutes the crude acid was isolated in the normal manner and the crystallized from 2-propanol to yield 5.1 g of (E)-5,5-bis(2-methoxyphenyl)-2,4-pentadienoic acid, mp 196°-197° C.